From a dataset of the Open Reaction Database (ORD), a public repository of structured organic reaction records. describe an organic reaction: reactants, conditions, products, and yield Product: C(C)(C)(C)C1=CC=C(C=C1)C1CNCC1 (3-(4-tert-butylphenyl)-pyrrolidine). Run in C(Cl)(Cl)(Cl)Cl (carbon tetrachloride). Isolated yield 33.0%. Reactants: O (water), S(O)(O)(=O)=O (sulfuric acid), C1(=CC=CC=C1)C1CNCC1 (3-phenylpyrrolidine), CC(C)=C (isobutylene). Procedure: 98 g (1 mole) of concentrated sulfuric acid were added dropwise to 29.4 g (0.2 mole) of 3-phenylpyrrolidine in 400 ml of carbon tetrachloride at 0°-5° C. After 15 minutes, 15.2 g (0.27 mole) of isobutylene were passed in gaseous form, the mixture was stirred for 1 hour at 0°-5° C. and hydrolysis was carried out with 400 ml of water at 20° C. The organic phase was separated off and the aqueous phase was extracted with twice 100 ml of dichloromethane. Working up of the organic phases gave 42 g of ... Conditions: time 15 minute. RXN SMILES: S(=O)(=O)(O)O.[C:6]1([CH:12]2[CH2:16][CH2:15][NH:14][CH2:13]2)[CH:11]=[CH:10][CH:9]=[CH:8][CH:7]=1.[CH3:17][C:18](=[CH2:20])[CH3:19].O>C(Cl)(Cl)(Cl)Cl>[C:18]([C:9]1[CH:10]=[CH:11][C:6]([CH:12]2[CH2:16][CH2:15][NH:14][CH2:13]2)=[CH:7][CH:8]=1)([CH3:20])([CH3:19])[CH3:17]. Starting materials: ClCCCl, COC(=O)C(N)Cc1ccc(O)cc1, O=C(O)c1cccnc1Cl, Cl, Cl, CN(C)C=O, On1nnc2ccccc21. Yields the product COC(=O)C(Cc1ccc(O)cc1)NC(=O)c1cccnc1Cl. RXN SMILES: [CH2:1]([Cl:2])[CH2:3][Cl:4].[CH3:7][O:8][C:9]([CH:10]([NH2:11])[CH2:12][c:13]1[cH:14][cH:15][c:16]([OH:19])[cH:17][cH:18]1)=[O:20].[Cl:21][c:22]1[c:23]([C:24](=[O:25])[OH:26])[cH:27][cH:28][cH:29][n:30]1.[ClH:5].[ClH:6].[O:41]=[CH:42][N:43]([CH3:44])[CH3:45].[OH:31][n:32]1[c:33]2[c:34]([cH:35][cH:36][cH:37][cH:38]2)[n:39][n:40]1>>[CH3:7][O:8][C:9]([CH:10]([NH:11][C:24]([c:23]1[c:22]([Cl:21])[n:30][cH:29][cH:28][cH:27]1)=[O:25])[CH2:12][c:13]1[cH:14][cH:15][c:16]([OH:19])[cH:17][cH:18]1)=[O:20]. Product: c1cc(-c2nc(N3CCOCC3)c3sc(CN4CCC(N5CCOCC5)CC4)cc3n2)n2ccnc2c1. RXN SMILES: [Br:42][c:43]1[cH:44][cH:45][cH:46][c:47]2[n:48]1[cH:49][cH:50][n:51]2.[CH2:52]1[O:53][CH2:54][CH2:55][CH2:56]1.[Cu:57][I:58].[O:1]1[CH2:2][CH2:3][N:4]([c:7]2[c:8]3[c:9]([n:10][c:11]([Sn:13]([CH2:14][CH2:15][CH2:16][CH3:17])([CH2:18][CH2:19][CH2:20][CH3:21])[CH2:22][CH2:23][CH2:24][CH3:25])[n:12]2)[cH:26][c:27]([CH2:29][N:30]2[CH2:31][CH2:32][CH:33]([N:36]4[CH2:37][CH2:38][O:39][CH2:40][CH2:41]4)[CH2:34][CH2:35]2)[s:28]3)[CH2:5][CH2:6]1>>[O:1]1[CH2:2][CH2:3][N:4]([c:7]2[c:8]3[c:9]([n:10][c:11](-[c:43]4[cH:44][cH:45][cH:46][c:47]5[n:48]4[cH:49][cH:50][n:51]5)[n:12]2)[cH:26][c:27]([CH2:29][N:30]2[CH2:31][CH2:32][CH:33]([N:36]4[CH2:37][CH2:38][O:39][CH2:40][CH2:41]4)[CH2:34][CH2:35]2)[s:28]3)[CH2:5][CH2:6]1. Reactants: Brc1cccc2nccn12, C1CCOC1, [Cu]I, CCCC[Sn](CCCC)(CCCC)c1nc(N2CCOCC2)c2sc(CN3CCC(N4CCOCC4)CC3)cc2n1. Reactants: FC1=NC(=CC=C1)C(F)(F)F (2-fluoro-6-(trifluoromethyl)pyridine), II (Iodine), C(C)(C)NC(C)C (N,N-diisopropylamine), [Li]CCCC (nBuLi). The solvent is C1CCOC1 (THF), C1CCOC1 (THF), C1CCOC1 (THF). Conditions: temperature -78 celsius, time 2 hour. The product is FC1=NC(=CC=C1I)C(F)(F)F (2-Fluoro-3-iodo-6-(trifluoromethyl)pyridine). The yield is 46.7%. As a reaction SMILES: C(NC(C)C)(C)C.[Li]CCCC.[F:13][C:14]1[CH:19]=[CH:18][CH:17]=[C:16]([C:20]([F:23])([F:22])[F:21])[N:15]=1.[I:24]I>C1COCC1>[F:13][C:14]1[C:19]([I:24])=[CH:18][CH:17]=[C:16]([C:20]([F:21])([F:22])[F:23])[N:15]=1. Procedure details: A solution of N,N-diisopropylamine (1.4 mL, 10.0 mmol) in anhydrous THF (15 mL) is cooled under N2 to −78° C. and nBuLi (2.5 M in hexanes, 4.0 mL, 10.0 mmol) is added dropwise at a rate to maintain the temperature below −65° C. A solution of 2-fluoro-6-(trifluoromethyl)pyridine (1.65 g, 10.0 mmol) in anhydrous THF (15 mL) is added dropwise over 10 min and the resulting orange solution is stirred for 2 h at −78° C. Iodine (2.54 g, 10.0 mmol) in anhydrous THF (12.5 mL) is then added dropwise over ... The reactants are N1=C(C=CC=C1)C(=O)NN (2-pyridinecarboxylic acid hydrazide), N1=C(C=CC=C1)C(=O)NN (2-pyridinecarboxylic acid hydrazide), ClC1=NC2=C(CN3C1=CC=C3)C=CC=C2 (11-chloro-5H-pyrrolo-[2,1-c][1,4]benzodiazepine). The solvent is CN(C=O)C (N,N-dimethylformamide), CN(C=O)C (N,N-dimethylformamide), CN(C=O)C (N,N-dimethylformamide). Product: N1=C(C=CC=C1)C1=NN=C2N1C1=C(CN3C2=CC=C3)C=CC=C1 (3-(2-Pyridinyl)-9H-pyrrolo[2,1-c]-1,2,4-triazolo[4,3-a][1,4]benzodiazepine). As a reaction SMILES: [N:1]1[CH:6]=[CH:5][CH:4]=[CH:3][C:2]=1[C:7]([NH:9][NH2:10])=O.Cl[C:12]1[C:18]2=[CH:19][CH:20]=[CH:21][N:17]2[CH2:16][C:15]2[CH:22]=[CH:23][CH:24]=[CH:25][C:14]=2[N:13]=1>CN(C)C=O>[N:1]1[CH:6]=[CH:5][CH:4]=[CH:3][C:2]=1[C:7]1[N:13]2[C:14]3[CH:25]=[CH:24][CH:23]=[CH:22][C:15]=3[CH2:16][N:17]3[CH:21]=[CH:20][CH:19]=[C:18]3[C:12]2=[N:10][N:9]=1. Procedure details: Into a suitable reactor are charged N,N-dimethylformamide (159 kg) and 2-pyridinecarboxylic acid hydrazide (25.2 kg) and the mixture is stirred 10-15 minuted at 20°-25° to give a solution. In a separate suitable reactor are charged N,N-dimethylformamide (97 kg) and 11-chloro-5H-pyrrolo-[2,1-c][1,4]benzodiazepine (34.4 kg). The mixture is stirred for 15-30 minutes at 20°-25° to give a solution. This solution is added over 2-3 hours to the preheated solution of 2-pyridinecarboxylic acid hydrazide ...